Dataset: the Open Reaction Database (ORD), a public repository of structured organic reaction records. Task: describe an organic reaction: reactants, conditions, products, and yield Starting materials: ClC=1C2=C(N=CN1)N(C=C2)[C@@H]2O[C@@H]([C@H]([C@]2(O)C#C)OCC2=C(C=C(C=C2)Cl)Cl)COCC2=C(C=C(C=C2)Cl)Cl ((2R,3R,4R,5R)-2-(4-Chloro-pyrrolo[2,3-d]pyrimidin-7-yl)-4-(2,4-dichlorobenzyloxy)-5-(2,4-dichlorobenzyloxymethyl)-3-ethynyl-tetrahydrofuran-3-ol), solution, B(Cl)(Cl)Cl (BCl3). Solvent: C(Cl)Cl (DCM), C(Cl)Cl (DCM). Reaction conditions: temperature -78 celsius, time 5 hour. Product: ClC=1C2=C(N=CN1)N(C=C2)[C@@H]2O[C@@H]([C@H]([C@]2(O)C#C)O)CO ((2R,3R,4R,5R)-2-(4-Chloro-pyrrolo[2,3-d]pyrimidin-7-yl)-3-ethynyl-5-hydroxymethyl-tetrahydrofuran-3,4-diol). RXN SMILES: [Cl:1][C:2]1[C:3]2[CH:10]=[CH:9][N:8]([C@H:11]3[C@:15]([C:17]#[CH:18])([OH:16])[C@H:14]([O:19]CC4C=CC(Cl)=CC=4Cl)[C@@H:13]([CH2:29][O:30]CC4C=CC(Cl)=CC=4Cl)[O:12]3)[C:4]=2[N:5]=[CH:6][N:7]=1.B(Cl)(Cl)Cl>C(Cl)Cl>[Cl:1][C:2]1[C:3]2[CH:10]=[CH:9][N:8]([C@H:11]3[C@:15]([C:17]#[CH:18])([OH:16])[C@H:14]([OH:19])[C@@H:13]([CH2:29][OH:30])[O:12]3)[C:4]=2[N:5]=[CH:6][N:7]=1. Procedure details: To a cold (−78° C.) solution of (2R,3R,4R,5R)-2-(4-Chloro-pyrrolo[2,3-d]pyrimidin-7-yl)-4-(2,4-dichlorobenzyloxy)-5-(2,4-dichlorobenzyloxymethyl)-3-ethynyl-tetrahydrofuran-3-ol I-5 (150 mg, 0.24 mmol, 1 equiv.) in dry DCM (20 ml) is added 1M solution of BCl3 in DCM (2.4 ml, 2.4 mmol, 10 equiv.) drop-wise and stirred at −78° C. for about 5 h. The reaction mixture is quenched with MeOH (15 mL) at 0° C. and stirred for 30 min. Solvent is evaporated and dried together with silica gel (4 ml), the cru...